Dataset: the Open Reaction Database (ORD), a public repository of structured organic reaction records. Task: describe an organic reaction: reactants, conditions, products, and yield Reactants: C1(CCCC1)N1C(N(CC=2C1=NC(=NC2)NC[C@@H]2O[C@@H](OC2CO)C2=CC=CC=C2)C2=C(C(=CC(=C2F)OC)OC)F)=O ((S,S)-1-Cyclopentyl-3-(2,6-difluoro-3,5-dimethoxy-phenyl)-7-[(5-hydroxymethyl-2-phenyl-[1,3]dioxolan-4-ylmethyl)-amino]-3,4-dihydro-1H-pyrimido[4,5-d]pyrimidin-2-one), [OH-].[Na+] (NaOH). The solvent is CO (methanol), CO (methanol). Run at time 9 hour. The product is C1(CCCC1)N1C(N(CC=2C1=NC(=NC2)NC[C@@H]([C@H](CO)O)O)C2=C(C(=CC(=C2F)OC)OC)F)=O ((S,S)-1-cyclopentyl-3-(2,6-difluoro-3,5-dimethoxy-phenyl)-7-(2,3,4-trihydroxy-butylamino)-3,4-dihydro-1H-pyrimido[4,5-d]pyrimidin-2-one). The yield is 56.8%. RXN SMILES: [CH:1]1([N:6]2[C:11]3=[N:12][C:13]([NH:16][CH2:17][C@H:18]4[CH:22]([CH2:23][OH:24])[O:21][C@@H](C5C=CC=CC=5)[O:19]4)=[N:14][CH:15]=[C:10]3[CH2:9][N:8]([C:31]3[C:36]([F:37])=[C:35]([O:38][CH3:39])[CH:34]=[C:33]([O:40][CH3:41])[C:32]=3[F:42])[C:7]2=[O:43])[CH2:5][CH2:4][CH2:3][CH2:2]1.[OH-].[Na+]>CO>[CH:1]1([N:6]2[C:11]3=[N:12][C:13]([NH:16][CH2:17][C@H:18]([OH:19])[C@@H:22]([OH:21])[CH2:23][OH:24])=[N:14][CH:15]=[C:10]3[CH2:9][N:8]([C:31]3[C:36]([F:37])=[C:35]([O:38][CH3:39])[CH:34]=[C:33]([O:40][CH3:41])[C:32]=3[F:42])[C:7]2=[O:43])[CH2:2][CH2:3][CH2:4][CH2:5]1 |f:1.2|. Reported procedure: (S,S)-1-Cyclopentyl-3-(2,6-difluoro-3,5-dimethoxy-phenyl)-7-[(5-hydroxymethyl-2-phenyl-[1,3]dioxolan-4-ylmethyl)-amino]-3,4-dihydro-1H-pyrimido[4,5-d]pyrimidin-2-one (0.57 g, 0.95 mmol) was dissolved in 90 mL methanol containing 12 mL 10% HCl acid. The mixture was stirred at room temperature for 9 hours. Adjusted pH=12 by adding 1 M NaOH. Stripped the solvent. The residue was dissolved in methanol. Insoluble NaCl was removed by filtration. The filtrate was evaporated to dryness and the residue w... Reactants: COCC1CCCN1, CS(C)=O, Cc1ccc(NC(=O)c2ccnc(Cl)c2)cc1-c1ccc(C(=O)NCC2CC2)cc1. Product: COCC1CCCN1c1cc(C(=O)Nc2ccc(C)c(-c3ccc(C(=O)NCC4CC4)cc3)c2)ccn1. RXN SMILES: [CH3:31][O:32][CH2:33][CH:34]1[NH:35][CH2:36][CH2:37][CH2:38]1.[CH3:39][S:40]([CH3:41])=[O:42].[Cl:1][c:2]1[cH:3][c:4]([C:5](=[O:6])[NH:7][c:8]2[cH:9][c:10](-[c:15]3[cH:16][cH:17][c:18]([C:21](=[O:22])[NH:23][CH2:24][CH:25]4[CH2:26][CH2:27]4)[cH:19][cH:20]3)[c:11]([CH3:14])[cH:12][cH:13]2)[cH:28][cH:29][n:30]1>>[c:2]1([N:35]2[CH:34]([CH2:33][O:32][CH3:31])[CH2:38][CH2:37][CH2:36]2)[cH:3][c:4]([C:5](=[O:6])[NH:7][c:8]2[cH:9][c:10](-[c:15]3[cH:16][cH:17][c:18]([C:21](=[O:22])[NH:23][CH2:24][CH:25]4[CH2:26][CH2:27]4)[cH:19][cH:20]3)[c:11]([CH3:14])[cH:12][cH:13]2)[cH:28][cH:29][n:30]1. Starting materials: esterified tartaric acid, C(C=O)(=O)O (glyoxalic acid), C(C)(=O)[O-].C(C)(=O)[O-].C(C)(=O)[O-].C(C)(=O)[O-].[Pb+4] (lead tetraacetate), formula III, C1=CC=CC=C1 (benzene). Run in O (water). Product: amine, C(CC)=O (propionaldehyde), C(=O)\C(=C/C(=O)O)\C (3-formyl-crotonic acid). As a reaction SMILES: [C:1]([O-:4])(=O)[CH3:2].[C:5]([O-])(=O)C.[C:9]([O-:12])(=[O:11])[CH3:10].[C:13]([O-:16])(=O)[CH3:14].[Pb+4].[CH:18]1C=CC=CC=1.C(O)(=O)C=O>O>[CH:1](=[O:4])[CH2:2][CH3:5].[CH:13](/[C:14](/[CH3:18])=[CH:10]\[C:9]([OH:12])=[O:11])=[O:16] |f:0.1.2.3.4|. Procedure: Compounds of formula III where n is zero and B is an oxo group can be prepared, for example, by oxidatively cleaving an optionally esterified tartaric acid; for example, using lead tetraacetate at room temperature in an organic solvent such as benzene. The resulting glyoxalic acid derivative is subsequently condensed in a conventional manner, e.g., conveniently in the presence of an amine, with propionaldehyde at an elevated temperature, e.g., at a temperature between 60° C. and 110° C. with wat... Starting materials: CCOC(C)=O, COc1ccc2c(c1)c(C1CCN(CCN3CCNC3=O)CC1)cn2-c1ccc(F)cc1, [NH4+], [OH-], O. The product is O=C1NCCN1CCN1CCC(c2cn(-c3ccc(F)cc3)c3ccc(O)cc23)CC1. RXN SMILES: [CH3:36][CH2:37][O:38][C:39](=[O:40])[CH3:41].[F:1][c:2]1[cH:3][cH:4][c:5](-[n:8]2[cH:9][c:10]([CH:19]3[CH2:20][CH2:21][N:22]([CH2:25][CH2:26][N:27]4[C:28](=[O:32])[NH:29][CH2:30][CH2:31]4)[CH2:23][CH2:24]3)[c:11]3[cH:12][c:13]([O:17][CH3:18])[cH:14][cH:15][c:16]23)[cH:6][cH:7]1.[NH4+:35].[OH-:34].[OH2:33]>>[F:1][c:2]1[cH:3][cH:4][c:5](-[n:8]2[cH:9][c:10]([CH:19]3[CH2:20][CH2:21][N:22]([CH2:25][CH2:26][N:27]4[C:28](=[O:32])[NH:29][CH2:30][CH2:31]4)[CH2:23][CH2:24]3)[c:11]3[cH:12][c:13]([OH:17])[cH:14][cH:15][c:16]23)[cH:6][cH:7]1. Starting materials: CC(=O)OC(C)=O, O, COc1cc2c(=O)[nH]cnc2cc1OCC(O)CN1CCCC1. Yields the product COc1cc2c(=O)[nH]cnc2cc1OCC(CN1CCCC1)OC(C)=O. As a reaction SMILES: [CH3:24][C:25](=[O:26])[O:27][C:28](=[O:29])[CH3:30].[OH2:31].[OH:1][CH:2]([CH2:3][O:4][c:5]1[c:6]([O:16][CH3:17])[cH:7][c:8]2[c:9](=[O:15])[nH:10][cH:11][n:12][c:13]2[cH:14]1)[CH2:18][N:19]1[CH2:20][CH2:21][CH2:22][CH2:23]1>>[O:1]([CH:2]([CH2:3][O:4][c:5]1[c:6]([O:16][CH3:17])[cH:7][c:8]2[c:9](=[O:15])[nH:10][cH:11][n:12][c:13]2[cH:14]1)[CH2:18][N:19]1[CH2:20][CH2:21][CH2:22][CH2:23]1)[C:25]([CH3:24])=[O:26]. Starting materials: O=C(OCc1ccccc1)N1CCC(CCCCCO)CC1, CCOC(C)=O, O, Cc1ccc(S(=O)(=O)Cl)cc1, c1ccncc1. Product: Cc1ccc(S(=O)(=O)OCCCCCC2CCN(C(=O)OCc3ccccc3)CC2)cc1. As a reaction SMILES: [CH2:1]([c:2]1[cH:3][cH:4][cH:5][cH:6][cH:7]1)[O:8][C:9](=[O:10])[N:11]1[CH2:12][CH2:13][CH:14]([CH2:17][CH2:18][CH2:19][CH2:20][CH2:21][OH:22])[CH2:15][CH2:16]1.[CH3:41][CH2:42][O:43][C:44](=[O:45])[CH3:46].[OH2:40].[S:29](=[O:30])(=[O:31])([c:32]1[cH:33][cH:34][c:35]([CH3:36])[cH:37][cH:38]1)[Cl:39].[cH:23]1[cH:24][cH:25][n:26][cH:27][cH:28]1>>[CH2:1]([c:2]1[cH:3][cH:4][cH:5][cH:6][cH:7]1)[O:8][C:9](=[O:10])[N:11]1[CH2:12][CH2:13][CH:14]([CH2:17][CH2:18][CH2:19][CH2:20][CH2:21][O:22][S:29](=[O:30])(=[O:31])[c:32]2[cH:33][cH:34][c:35]([CH3:36])[cH:37][cH:38]2)[CH2:15][CH2:16]1. Reaction SMILES: [OH:1][C:2]1[CH:25]=[CH:24][C:5]([O:6][CH:7]([CH3:23])[C:8]([O:10][CH2:11][CH2:12][O:13][CH2:14][C:15]2[C:20]([Cl:21])=[CH:19][CH:18]=[CH:17][C:16]=2[Cl:22])=[O:9])=[CH:4][CH:3]=1.C(=O)([O-])[O-].[K+].[K+].Cl[C:33]1[S:34][C:35]2[CH:41]=[CH:40][CH:39]=[CH:38][C:36]=2[N:37]=1>CN(C)C=O>[S:34]1[C:35]2[CH:41]=[CH:40][CH:39]=[CH:38][C:36]=2[N:37]=[C:33]1[O:1][C:2]1[CH:25]=[CH:24][C:5]([O:6][CH:7]([CH3:23])[C:8]([O:10][CH2:11][CH2:12][O:13][CH2:14][C:15]2[C:16]([Cl:22])=[CH:17][CH:18]=[CH:19][C:20]=2[Cl:21])=[O:9])=[CH:4][CH:3]=1 |f:1.2.3|. The product is S1C(=NC2=C1C=CC=C2)OC2=CC=C(OC(C(=O)OCCOCC1=C(C=CC=C1Cl)Cl)C)C=C2 (2-(2,6-dichlorobenzyloxy)ethyl 2-[4-(benzothiazol-2-yloxy)phenoxy]propionate). Reported procedure: 38.5 g of 2-(2,6-dichlorobenzyloxy)ethyl 2-(4-hydroxyphenoxy)-propionate were dissolved in 200 ml of dimethylformamide and 15.2 g of potassium carbonate were added to the solution. The mixture was stirred at 80° C. for 1 hour. A solution of 18.6 g of 2-chlorobenzothiazole in 50 ml of dimethylformamide was added dropwise at this temperature to the resulting mixture. After the addition, the mixture was stirred at the same temperature for 2 hours to complete the reaction. The reaction mixture was p... Starting materials: C([O-])([O-])=O.[K+].[K+] (potassium carbonate), OC1=CC=C(OC(C(=O)OCCOCC2=C(C=CC=C2Cl)Cl)C)C=C1 (2-(2,6-dichlorobenzyloxy)ethyl 2-(4-hydroxyphenoxy)-propionate), ClC=1SC2=C(N1)C=CC=C2 (2-chlorobenzothiazole). Run at temperature 80 celsius, time 1 hour. Yield: 84.0%. The solvent is CN(C=O)C (dimethylformamide), CN(C=O)C (dimethylformamide).